From a dataset of the Open Reaction Database (ORD), a public repository of structured organic reaction records. describe an organic reaction: reactants, conditions, products, and yield Starting materials: BrB(Br)Br, COc1ccc(-c2cc3cc(OC)cc(CO)c3o2)cc1, ClCCl. Yields the product COc1ccc(-c2cc3cc(OC)cc(CBr)c3o2)cc1. Reaction SMILES: [B:22]([Br:23])([Br:24])[Br:25].[CH3:1][O:2][c:3]1[cH:4][c:5]([CH2:20][OH:21])[c:6]2[c:7]([cH:8][c:9](-[c:11]3[cH:12][cH:13][c:14]([O:17][CH3:18])[cH:15][cH:16]3)[o:10]2)[cH:19]1.[Cl:26][CH2:27][Cl:28]>>[CH3:1][O:2][c:3]1[cH:4][c:5]([CH2:20][Br:23])[c:6]2[c:7]([cH:8][c:9](-[c:11]3[cH:12][cH:13][c:14]([O:17][CH3:18])[cH:15][cH:16]3)[o:10]2)[cH:19]1. Starting materials: O (water), [H-].[Na+] (sodium hydride), [N+](=O)([O-])C=1C=CC2=C(N(C(=N2)S(=O)(=O)NCC)CC)C1 (6-nitro-1,N-diethyl-1H-benzimidazole-2-sulfonamide), C(C)Br (ethyl bromide). The solvent is CN(C=O)C (dimethylformamide). Run at temperature 40 celsius, time 1 hour. Yields the product [N+](=O)([O-])C=1C=CC2=C(N(C(=N2)S(=O)(=O)N(CC)CC)CC)C1 (6-nitro-1,N,N-triethyl-1H-benzimidazole-2-sulfonamide). The yield is 78.4%. As a reaction SMILES: [H-].[Na+].[N+:3]([C:6]1[CH:7]=[CH:8][C:9]2[N:13]=[C:12]([S:14]([NH:17][CH2:18][CH3:19])(=[O:16])=[O:15])[N:11]([CH2:20][CH3:21])[C:10]=2[CH:22]=1)([O-:5])=[O:4].[CH2:23](Br)[CH3:24].O>CN(C)C=O>[N+:3]([C:6]1[CH:7]=[CH:8][C:9]2[N:13]=[C:12]([S:14]([N:17]([CH2:23][CH3:24])[CH2:18][CH3:19])(=[O:16])=[O:15])[N:11]([CH2:20][CH3:21])[C:10]=2[CH:22]=1)([O-:5])=[O:4] |f:0.1|. Procedure details: 2.6 g (0.11 mol) of sodium hydride are added to a solution of 29.8 g (0.1 mol) of 6-nitro-1,N-diethyl-1H-benzimidazole-2-sulfonamide in 100 ml of dimethylformamide. The solution is stirred for one hour at 40° C., 10.8 g (0.1 mol) of ethyl bromide are added and the mixture is stirred for 12 hours at 50° C. It is poured into water and the product is filtered off and washed with water. The precipitate is recrystallized from ethanol to give 25.6 g (78%) of 6-nitro-1,N,N-triethyl-1H-benzimidazole-2-s... Reactants: BrC1=C(C=CC(=C1)F)C1N=C(NC(=C1C(=O)OCC)CBr)C=1SC(=CN1)OC (Ethyl 4-(2-bromo-4-fluorophenyl)-6-(bromomethyl)-2-(5-methoxythiazol-2-yl)-1,4-dihydropyrimidine-5-carboxylate), Cl.N1C(COCC1)CO (morpholin-3-ylmethanol hydrochloride). The product is BrC1=C(C=CC(=C1)F)C1N=C(NC(=C1C(=O)OCC)CN1C(COCC1)CO)C=1SC(=CN1)OC (Ethyl 4-(2-bromo-4-fluorophenyl)-6-((3-(hydroxymethyl)morpholino)methyl)-2-(5-methoxythiazol-2-yl)-1,4-dihydropyrimidine-5-carboxylate). The yield is 47.4%. Reaction SMILES: [Br:1][C:2]1[CH:7]=[C:6]([F:8])[CH:5]=[CH:4][C:3]=1[CH:9]1[C:14]([C:15]([O:17][CH2:18][CH3:19])=[O:16])=[C:13]([CH2:20]Br)[NH:12][C:11]([C:22]2[S:23][C:24]([O:27][CH3:28])=[CH:25][N:26]=2)=[N:10]1.Cl.[NH:30]1[CH2:35][CH2:34][O:33][CH2:32][CH:31]1[CH2:36][OH:37]>>[Br:1][C:2]1[CH:7]=[C:6]([F:8])[CH:5]=[CH:4][C:3]=1[CH:9]1[C:14]([C:15]([O:17][CH2:18][CH3:19])=[O:16])=[C:13]([CH2:20][N:30]2[CH2:35][CH2:34][O:33][CH2:32][CH:31]2[CH2:36][OH:37])[NH:12][C:11]([C:22]2[S:23][C:24]([O:27][CH3:28])=[CH:25][N:26]=2)=[N:10]1 |f:1.2|. Procedure details: Ethyl 4-(2-bromo-4-fluorophenyl)-6-(bromomethyl)-2-(5-methoxythiazol-2-yl)-1,4-dihydropyrimidine-5-carboxylate (0.53 g, 1 mmol) was reacted with morpholin-3-ylmethanol hydrochloride (0.18 g, 1.2 mmol) according to the procedure as described in Example 25, Step B to give the title compound as a yellowish solid (0.27 g, 48%). The compound was characterized by the following spectroscopic data: Reactants: SN=C=O (mercaptoisocyanate), C(CCCCCCCCCCC)(=O)[O-].C(CCCCCCCCCCC)(=O)[O-].C(CCC)[Sn+2]CCCC (dibutyltin dilaurate), polyester. Conditions: temperature 100 celsius. Product: C(CCCCCCCC(=O)O)(=O)O (Azelaic acid). As a reaction SMILES: SN=[C:3]=[O:4].[C:5]([O-:18])(=[O:17])[CH2:6][CH2:7][CH2:8][CH2:9][CH2:10][CH2:11][CH2:12]CCCC.C([O-])(=[O:31])CCCCCCCCCCC.C([Sn+2]CCCC)CCC>>[C:3]([OH:4])(=[O:31])[CH2:12][CH2:11][CH2:10][CH2:9][CH2:8][CH2:7][CH2:6][C:5]([OH:18])=[O:17] |f:1.2.3|. Procedure: About 50 grams of the mercaptoisocyanate solution prepared in Example 1 along with 0.01 g of dibutyltin dilaurate should be added to about 40 grams of the above prepared polyester and heated for about 3 hours at 100° C. to form a polyester having reactive mercapto groups.